This data is from the Open Reaction Database (ORD), a public repository of structured organic reaction records. The task is: describe an organic reaction: reactants, conditions, products, and yield Reactants: C(CCC)C=1NC=2N(C(N1)=O)N=CC2 (2-Butyl-pyrazolo[1,5-a]-1,3,5-triazin-4(1H)-one), BrBr (bromine). Run in C(Cl)(Cl)Cl.C(C)(=O)O (chloroform acetic acid). Conditions: time 4 hour. Yields the product BrC=1C=NN2C1NC(=NC2=O)CCCC (8-Bromo-2-butyl-pyrazolo[1,5-a]-1,3,5-triazin-4(1H)-one). Reaction SMILES: [CH2:1]([C:5]1[NH:6][C:7]2[N:8]([N:12]=[CH:13][CH:14]=2)[C:9](=[O:11])[N:10]=1)[CH2:2][CH2:3][CH3:4].[Br:15]Br>C(Cl)(Cl)Cl.C(O)(=O)C>[Br:15][C:14]1[CH:13]=[N:12][N:8]2[C:9](=[O:11])[N:10]=[C:5]([CH2:1][CH2:2][CH2:3][CH3:4])[NH:6][C:7]=12 |f:2.3|. Procedure: To a solution of 4.0 g of the product of Example 15 in 25 ml of 3:1 chloroform-acetic acid is added 1.5 ml of bromine. The reaction mixture is stirred at room temperature for 4 hours. The chloroform is removed in vacuo and the residue diluted with ice water. The resulting solid is collected, washed with water and dried to give 3.5 g of the desired product as a brown solid, m.p. 188° C.